From a dataset of the Open Reaction Database (ORD), a public repository of structured organic reaction records. describe an organic reaction: reactants, conditions, products, and yield Starting materials: CC(C)(C)c1ccc(B(O)O)cc1, CC(C)C1Cc2cccc(Cl)c2C1=O, [Na+], [Na+], O=C([O-])[O-], O, OCCO. The product is CC(C)C1Cc2cccc(-c3ccc(C(C)(C)C)cc3)c2C1=O. RXN SMILES: [C:15]([CH3:16])([CH3:17])([CH3:18])[c:19]1[cH:20][cH:21][c:22]([B:25]([OH:26])[OH:27])[cH:23][cH:24]1.[CH:1]([CH3:2])([CH3:3])[CH:4]1[C:5](=[O:14])[c:6]2[c:7]([Cl:13])[cH:8][cH:9][cH:10][c:11]2[CH2:12]1.[Na+:28].[Na+:29].[O-:30][C:31](=[O:32])[O-:33].[OH2:38].[OH:34][CH2:35][CH2:36][OH:37]>>[CH:1]([CH3:2])([CH3:3])[CH:4]1[C:5](=[O:14])[c:6]2[c:7](-[c:22]3[cH:21][cH:20][c:19]([C:15]([CH3:16])([CH3:17])[CH3:18])[cH:24][cH:23]3)[cH:8][cH:9][cH:10][c:11]2[CH2:12]1. Starting materials: N#Cc1cc(Br)ccc1N1CCc2ncnc(NCc3ccc(C(F)(F)F)nc3)c2C1, CC(=O)[O-], CC(=O)[O-], CCOC(C)=O, Cc1ccccc1, OB(O)C1CC1, C1CCC(P(C2CCCCC2)C2CCCCC2)CC1, [K+], [K+], [K+], O, O=P([O-])([O-])[O-], [Pd+2]. The product is N#Cc1cc(C2CC2)ccc1N1CCc2ncnc(NCc3ccc(C(F)(F)F)nc3)c2C1. RXN SMILES: [Br:1][c:2]1[cH:3][cH:4][c:5]([N:10]2[CH2:11][c:12]3[c:13]([n:14][cH:15][n:16][c:17]3[NH:18][CH2:19][c:20]3[cH:21][n:22][c:23]([C:26]([F:27])([F:28])[F:29])[cH:24][cH:25]3)[CH2:30][CH2:31]2)[c:6]([C:7]#[N:8])[cH:9]1.[C:65]([O-:66])(=[O:67])[CH3:68].[C:70]([O-:71])(=[O:72])[CH3:73].[CH3:74][CH2:75][O:76][C:77]([CH3:78])=[O:79].[CH3:81][c:82]1[cH:83][cH:84][cH:85][cH:86][cH:87]1.[CH:32]1([B:35]([OH:36])[OH:37])[CH2:33][CH2:34]1.[CH:46]1([P:47]([CH:48]2[CH2:49][CH2:50][CH2:51][CH2:52][CH2:53]2)[CH:54]2[CH2:55][CH2:56][CH2:57][CH2:58][CH2:59]2)[CH2:60][CH2:61][CH2:62][CH2:63][CH2:64]1.[K+:43].[K+:44].[K+:45].[OH2:80].[P:38]([O-:39])([O-:40])([O-:41])=[O:42].[Pd+2:69]>>[c:2]1([CH:32]2[CH2:33][CH2:34]2)[cH:3][cH:4][c:5]([N:10]2[CH2:11][c:12]3[c:13]([n:14][cH:15][n:16][c:17]3[NH:18][CH2:19][c:20]3[cH:21][n:22][c:23]([C:26]([F:27])([F:28])[F:29])[cH:24][cH:25]3)[CH2:30][CH2:31]2)[c:6]([C:7]#[N:8])[cH:9]1. Starting materials: CS(=O)(=O)Cl, ClCCl, CC(C)(C)OC(=O)NCCc1ccc(O)cc1. Product: CC(C)(C)OC(=O)NCCc1ccc(OS(C)(=O)=O)cc1. As a reaction SMILES: [CH3:18][S:19]([Cl:20])(=[O:21])=[O:22].[Cl:23][CH2:24][Cl:25].[OH:1][c:2]1[cH:3][cH:4][c:5]([CH2:8][CH2:9][NH:10][C:11]([O:12][C:13]([CH3:14])([CH3:15])[CH3:16])=[O:17])[cH:6][cH:7]1>>[O:1]([c:2]1[cH:3][cH:4][c:5]([CH2:8][CH2:9][NH:10][C:11]([O:12][C:13]([CH3:14])([CH3:15])[CH3:16])=[O:17])[cH:6][cH:7]1)[S:19]([CH3:18])(=[O:21])=[O:22].